From a dataset of the Open Reaction Database (ORD), a public repository of structured organic reaction records. describe an organic reaction: reactants, conditions, products, and yield Starting materials: ClC1=C2C=CC(=NC2=NC=C1)N1C(C2=CC=CC=C2C1OC(=O)OC1=CC=CC=C1)=O (2-(5-chloro-1,8-naphthyridin-2-yl)-3-phenoxycarbonyloxy-isoindolin-1-one), CN1CCNCC1 (4-methylpiperazine), C(C)(C)OC(C)C (diisopropyl ether). Solvent: CN(C=O)C (dimethylformamide). Conditions: temperature 23 celsius, time 15 minute. Yields the product ClC1=C2C=CC(=NC2=NC=C1)N1C(C2=CC=CC=C2C1OC(=O)N1CCN(CC1)C)=O (2-(5-chloro-1,8-naphthyridin-2yl)-3-(4-methylpiperazin-1-yl)carbonyloxy-isoindolin-1-one). The yield is 42.7%. As a reaction SMILES: [Cl:1][C:2]1[CH:11]=[CH:10][N:9]=[C:8]2[C:3]=1[CH:4]=[CH:5][C:6]([N:12]1[CH:20]([O:21][C:22]([O:24]C3C=CC=CC=3)=O)[C:19]3[C:14](=[CH:15][CH:16]=[CH:17][CH:18]=3)[C:13]1=[O:31])=[N:7]2.[CH3:32][N:33]1[CH2:38][CH2:37][NH:36][CH2:35][CH2:34]1.C(OC(C)C)(C)C>CN(C)C=O>[Cl:1][C:2]1[CH:11]=[CH:10][N:9]=[C:8]2[C:3]=1[CH:4]=[CH:5][C:6]([N:12]1[CH:20]([O:21][C:22]([N:36]3[CH2:37][CH2:38][N:33]([CH3:32])[CH2:34][CH2:35]3)=[O:24])[C:19]3[C:14](=[CH:15][CH:16]=[CH:17][CH:18]=3)[C:13]1=[O:31])=[N:7]2. Reported procedure: The procedure of Example 11 is followed but starting with 2-(5-chloro-1,8-naphthyridin-2-yl)-3-phenoxycarbonyloxy-isoindolin-1-one (6.7 g.), 4-methylpiperazine (15.8 g.) and dimethylformamide (32 cc.) and stirring for 15 minutes at 23° C. The reaction mixture is then diluted by adding diisopropyl ether (320 cc.). The precipitate is filtered off, washed with diisopropyl ether (3 × 30 cc.) and then dried. A product (3.8 g.) is obtained which is recrystallised from acetonitrile (300 cc.) to yield 2...